The task is: describe an organic reaction: reactants, conditions, products, and yield. This data is from the Open Reaction Database (ORD), a public repository of structured organic reaction records. The reactants are BrC=1C=C(C(=NC1)O)[N+](=O)[O-] (5-bromo-3-nitro-2-pyridinol), P(=O)(Cl)(Cl)Cl (phosphorus oxychloride), O (water). Solvent: CN(C)C=O (DMF). Reaction conditions: time 8 hour. Product: BrC=1C=C(C(=NC1)Cl)[N+](=O)[O-] (5-Bromo-2-chloro-3-nitropyridine). Reaction SMILES: [Br:1][C:2]1[CH:3]=[C:4]([N+:9]([O-:11])=[O:10])[C:5](O)=[N:6][CH:7]=1.P(Cl)(Cl)([Cl:14])=O.O>CN(C=O)C>[Br:1][C:2]1[CH:3]=[C:4]([N+:9]([O-:11])=[O:10])[C:5]([Cl:14])=[N:6][CH:7]=1. Reported procedure: In DMF (40 mL) was stirred 5-bromo-3-nitro-2-pyridinol (8.76 g, 40 mmol) and the solution treated dropwise with phosphorus oxychloride (28 mL). The solution warmed to 80° for 5 hours. The mixture was cooled to room temperature and carefully poured into a mixture of ice and water (400 mL). This mixture was stirred overnight to precipitate. The solid was collected by filtration, washed with water (2×100 mL) and dried at 65° C. on the high vacuum line for 3 hours to give the title compound. MS: M+−... The reactants are ClC1=C(C=CC=C1)C(CCCCN1CCC(CC1)C=1C=C(C=CC1)NC(C(C)C)=O)=O (N-(3-{1-[5-(2-chlorophenyl)-5-oxopentyl]-4-piperidinyl}phenyl)-2-methylpropanamide), Cl.CC1=CC=C(C=C1)NN (4-methylphenylhydrazine hydrochloride). The product is ClC1=C(C=CC=C1)C=1NC2=CC=C(C=C2C1CCCN1CCC(CC1)C=1C=C(C=CC1)NC(C(C)C)=O)C (N-[3-(1-{3-[2-(2-CHLOROPHENYL)-5-METHYL-1H-INDOL-3-YL]PROPYL}-4-PIPERIDINYL)PHENYL]-2-METHYLPROPANAMIDE). Reaction SMILES: [Cl:1][C:2]1[CH:7]=[CH:6][CH:5]=[CH:4][C:3]=1[C:8](=O)[CH2:9][CH2:10][CH2:11][CH2:12][N:13]1[CH2:18][CH2:17][CH:16]([C:19]2[CH:20]=[C:21]([NH:25][C:26](=[O:30])[CH:27]([CH3:29])[CH3:28])[CH:22]=[CH:23][CH:24]=2)[CH2:15][CH2:14]1.Cl.[CH3:33][C:34]1[CH:39]=[CH:38][C:37]([NH:40]N)=[CH:36][CH:35]=1>>[Cl:1][C:2]1[CH:7]=[CH:6][CH:5]=[CH:4][C:3]=1[C:8]1[NH:40][C:37]2[C:38]([C:9]=1[CH2:10][CH2:11][CH2:12][N:13]1[CH2:18][CH2:17][CH:16]([C:19]3[CH:20]=[C:21]([NH:25][C:26](=[O:30])[CH:27]([CH3:29])[CH3:28])[CH:22]=[CH:23][CH:24]=3)[CH2:15][CH2:14]1)=[CH:39][C:34]([CH3:33])=[CH:35][CH:36]=2 |f:1.2|. Procedure details: Prepared by Procedure E and Scheme M using N-(3-{1-[5-(2-chlorophenyl)-5-oxopentyl]-4-piperidinyl}phenyl)-2-methylpropanamide and 4-methylphenylhydrazine hydrochloride: ESMS m/e: 528.2 (M+H)+. Reactants: CC(C)(C)OC(=O)NC(=S)NC(=O)OC(C)(C)C, C[n+]1ccccc1Cl, CCN(C(C)C)C(C)C, COc1ccnc(-c2ccc(Cl)c(N)c2)c1, ClCCl, [I-]. Product: COc1ccnc(-c2ccc(Cl)c(N=C(NC(=O)OC(C)(C)C)NC(=O)OC(C)(C)C)c2)c1. Reaction SMILES: [C:17]([CH3:18])([CH3:19])([CH3:20])[O:21][C:22](=[O:23])[NH:24][C:25](=[S:26])[NH:27][C:28](=[O:29])[O:30][C:31]([CH3:32])([CH3:33])[CH3:34].[CH3:45][n+:46]1[cH:47][cH:48][cH:49][cH:50][c:51]1[Cl:52].[CH:35]([N:36]([CH:37]([CH3:38])[CH3:39])[CH2:40][CH3:41])([CH3:42])[CH3:43].[Cl:1][c:2]1[c:3]([NH2:4])[cH:5][c:6](-[c:9]2[n:10][cH:11][cH:12][c:13]([O:15][CH3:16])[cH:14]2)[cH:7][cH:8]1.[Cl:53][CH2:54][Cl:55].[I-:44]>>[Cl:1][c:2]1[c:3]([N:4]=[C:25]([NH:24][C:22]([O:21][C:17]([CH3:18])([CH3:19])[CH3:20])=[O:23])[NH:27][C:28](=[O:29])[O:30][C:31]([CH3:32])([CH3:33])[CH3:34])[cH:5][c:6](-[c:9]2[n:10][cH:11][cH:12][c:13]([O:15][CH3:16])[cH:14]2)[cH:7][cH:8]1. Reactants: [H-].[Na+] (sodium hydride), CI (methyl iodide), C(C)OC(C1=CC(=CC=C1)C(C)C#N)=O (3-(1-Cyano-ethyl)-benzoic acid ethyl ester). The solvent is CN(C)C=O (DMF). Conditions: time 16 hour. Product: C(C)OC(C1=CC(=CC=C1)C(C)(C)C#N)=O (3-(1-Cyano-1-methyl-ethyl)-benzoic acid ethyl ester). Reaction SMILES: [CH2:1]([O:3][C:4](=[O:15])[C:5]1[CH:10]=[CH:9][CH:8]=[C:7]([CH:11]([C:13]#[N:14])[CH3:12])[CH:6]=1)[CH3:2].[H-].[Na+].[CH3:18]I>CN(C=O)C>[CH2:1]([O:3][C:4](=[O:15])[C:5]1[CH:10]=[CH:9][CH:8]=[C:7]([C:11]([C:13]#[N:14])([CH3:18])[CH3:12])[CH:6]=1)[CH3:2] |f:1.2|. Reported procedure: 3-(1-Cyano-ethyl)-benzoic acid ethyl ester were dissolved in 4 ml dry DMF. Under nitrogen atmosphere, 138 mg of 60% sodium hydride and 423 mg methyl iodide were added at RT. The mixture was stirred for 16 hrs, then quenched by addition of 1 ml methanol and evaporated. The residue was purified by chromatography on silica in ethyl acetate/heptane mixtures.